Dataset: the Open Reaction Database (ORD), a public repository of structured organic reaction records. Task: describe an organic reaction: reactants, conditions, products, and yield Reactants: CS(=O)(=O)N1CCC(=CC1)C=1C=C2C(=CN1)O[C@](C2)(C2CCNCC2)C ((R)-5-(1-methanesulfonyl-1,2,3,6-tetrahydro-pyridin-4-yl)-2-methyl-2-piperidin-4-yl-2,3-dihydro-furo[2,3-c]pyridine), FC([C@@H](C)OC(OC1=CC=C(C=C1)[N+](=O)[O-])=O)(F)F (carbonic acid 4-nitro-phenyl ester (R)-2,2,2-trifluoro-1-methyl-ethyl ester). Product: FC([C@@H](C)OC(=O)N1CCC(CC1)[C@]1(CC=2C(=CN=C(C2)C=2CCN(CC2)S(=O)(=O)C)O1)C)(F)F ((R)-4-[(R)-5-(1-Methanesulfonyl-1,2,3,6-tetrahydro-pyridin-4-yl)-2-methyl-2,3-dihydro-furo[2,3-c]pyridin-2-yl]-piperidine-1-carboxylic acid 2,2,2-trifluoro-1-methyl-ethyl ester). Reaction SMILES: [CH3:1][S:2]([N:5]1[CH2:10][CH:9]=[C:8]([C:11]2[CH:12]=[C:13]3[CH2:19][C@:18]([CH3:26])([CH:20]4[CH2:25][CH2:24][NH:23][CH2:22][CH2:21]4)[O:17][C:14]3=[CH:15][N:16]=2)[CH2:7][CH2:6]1)(=[O:4])=[O:3].[F:27][C:28]([F:45])([F:44])[C@H:29]([O:31][C:32](=O)[O:33]C1C=CC([N+]([O-])=O)=CC=1)[CH3:30]>>[F:27][C:28]([F:45])([F:44])[C@H:29]([O:31][C:32]([N:23]1[CH2:24][CH2:25][CH:20]([C@:18]2([CH3:26])[O:17][C:14]3=[CH:15][N:16]=[C:11]([C:8]4[CH2:9][CH2:10][N:5]([S:2]([CH3:1])(=[O:3])=[O:4])[CH2:6][CH:7]=4)[CH:12]=[C:13]3[CH2:19]2)[CH2:21][CH2:22]1)=[O:33])[CH3:30]. Reported procedure: The title compound is prepared from (R)-5-(1-methanesulfonyl-1,2,3,6-tetrahydro-pyridin-4-yl)-2-methyl-2-piperidin-4-yl-2,3-dihydro-furo[2,3-c]pyridine and carbonic acid 4-nitro-phenyl ester (R)-2,2,2-trifluoro-1-methyl-ethyl ester following a procedure analogous to that described for Example 1. LC (method 4): tR=0.92 min; Mass spectrum (ESI+): m/z=518 [M+H]+. Reactants: C(C)(=O)O[C@H]1[C@H](OC=2C=NC(=CC2)Br)SC[C@H]([C@@H]1OC(C)=O)OC(C)=O (6-bromo-3-pyridinyl 2,3,4-tri-O-acetyl-5-thio-β-D-xylopyranoside), IV, CC1=CC=C(O1)B(O)O (5-methyl-2-furanboronic acid). Product: C(C)(=O)O[C@H]1[C@H](OC=2C=NC(=CC2)C=2OC(=CC2)C)SC[C@H]([C@@H]1OC(C)=O)OC(C)=O (6-(5-Methyl-2-furanyl)-3-pyridinyl 2,3,4-tri-O-acetyl-5-thio-β-D-xylo-pyranoside), solid. Isolated yield 74.0%. Reaction SMILES: [C:1]([O:4][C@@H:5]1[C@@H:18]([O:19][C:20](=[O:22])[CH3:21])[C@H:17]([O:23][C:24](=[O:26])[CH3:25])[CH2:16][S:15][C@H:6]1[O:7][C:8]1[CH:9]=[N:10][C:11](Br)=[CH:12][CH:13]=1)(=[O:3])[CH3:2].[CH3:27][C:28]1[O:32][C:31](B(O)O)=[CH:30][CH:29]=1>>[C:1]([O:4][C@@H:5]1[C@@H:18]([O:19][C:20](=[O:22])[CH3:21])[C@H:17]([O:23][C:24](=[O:26])[CH3:25])[CH2:16][S:15][C@H:6]1[O:7][C:8]1[CH:9]=[N:10][C:11]([C:31]2[O:32][C:28]([CH3:27])=[CH:29][CH:30]=2)=[CH:12][CH:13]=1)(=[O:3])[CH3:2]. Procedure: By carrying out the operation analogously to example 1, starting from 6-bromo-3-pyridinyl 2,3,4-tri-O-acetyl-5-thio-β-D-xylopyranoside, obtained according to preparation IV, and 5-methyl-2-furanboronic acid, the desired product is obtained in the form of an ecru solid (yield=74%).